From a dataset of the Open Reaction Database (ORD), a public repository of structured organic reaction records. describe an organic reaction: reactants, conditions, products, and yield Starting materials: CC(C)=O, CSc1ccccc1-c1ccc(C(=O)O)cc1, O. Yields the product CS(=O)(=O)c1ccccc1-c1ccc(C(=O)O)cc1. As a reaction SMILES: [CH3:18][C:19]([CH3:20])=[O:21].[CH3:1][S:2][c:3]1[c:4](-[c:9]2[cH:10][cH:11][c:12]([C:15](=[O:16])[OH:17])[cH:13][cH:14]2)[cH:5][cH:6][cH:7][cH:8]1.[OH2:22]>>[CH3:1][S:2]([c:3]1[c:4](-[c:9]2[cH:10][cH:11][c:12]([C:15](=[O:16])[OH:17])[cH:13][cH:14]2)[cH:5][cH:6][cH:7][cH:8]1)(=[O:21])=[O:22]. As a reaction SMILES: [Br:1][CH2:2][CH2:3][CH2:4][CH2:5][CH2:6][CH2:7][CH2:8][CH2:9][CH2:10][CH2:11][CH2:12][CH2:13][CH2:14][CH2:15][O:16][Si:17]([CH3:18])([CH3:19])[C:20]([CH3:21])([CH3:22])[CH3:23].[C-:24]#[C-:25].[CH2:27]([CH3:28])[N:29]([CH2:30][CH3:31])[CH2:32][CH2:33][NH2:34].[CH3:38][S:39]([CH3:40])=[O:41].[Cl-:36].[K+:37].[Li+:26].[Li+:35]>>[CH2:2]([CH2:3][CH2:4][CH2:5][CH2:6][CH2:7][CH2:8][CH2:9][CH2:10][CH2:11][CH2:12][CH2:13][CH2:14][CH2:15][O:16][Si:17]([CH3:18])([CH3:19])[C:20]([CH3:21])([CH3:22])[CH3:23])[C:27]#[CH:28]. Product: C#CCCCCCCCCCCCCCCO[Si](C)(C)C(C)(C)C. Starting materials: CC(C)(C)[Si](C)(C)OCCCCCCCCCCCCCCBr, [C-]#[C-], CCN(CC)CCN, CS(C)=O, [Cl-], [K+], [Li+], [Li+]. Reactants: CI, CS(C)=O, [K+], [OH-], O, c1ccc(-c2cnc[nH]2)cc1. The product is Cn1cnc(-c2ccccc2)c1. RXN SMILES: [CH3:18][I:19].[CH3:1][S:2](=[O:3])[CH3:4].[K+:6].[OH-:5].[OH2:20].[c:7]1(-[c:13]2[cH:14][n:15][cH:16][nH:17]2)[cH:8][cH:9][cH:10][cH:11][cH:12]1>>[c:7]1(-[c:13]2[cH:14][n:15]([CH3:18])[cH:16][n:17]2)[cH:8][cH:9][cH:10][cH:11][cH:12]1. The reactants are Cl.FC(C1=C(C(C2=CC=C(C=C2)OC(F)(F)F)OC2CNC2)C=CC=C1)(F)F (3-[2-(trifluoromethyl)-4′-(trifluoromethoxy)benzhydryloxy]azetidine hydrochloride), [N-]=C=O (isocyanate), compound ( 10 ). Product: FC(C1=C(C(C2=CC=C(C=C2)OC(F)(F)F)OC2CN(C2)C(=O)NCC2=CC=CC=C2)C=CC=C1)(F)F (3-[2-(trifluoromethyl)-4′-(trifluoromethoxy)benzhydryloxy]-N-(benzyl)azetidine-1-carboxamide). As a reaction SMILES: Cl.[F:2][C:3]([F:28])([F:27])[C:4]1[CH:26]=[CH:25][CH:24]=[CH:23][C:5]=1[CH:6]([O:18][CH:19]1[CH2:22][NH:21][CH2:20]1)[C:7]1[CH:12]=[CH:11][C:10]([O:13][C:14]([F:17])([F:16])[F:15])=[CH:9][CH:8]=1.[N-:29]=[C:30]=[O:31]>>[F:28][C:3]([F:27])([F:2])[C:4]1[CH:26]=[CH:25][CH:24]=[CH:23][C:5]=1[CH:6]([O:18][CH:19]1[CH2:22][N:21]([C:30]([NH:29][CH2:3][C:4]2[CH:26]=[CH:25][CH:24]=[CH:23][CH:5]=2)=[O:31])[CH2:20]1)[C:7]1[CH:12]=[CH:11][C:10]([O:13][C:14]([F:17])([F:16])[F:15])=[CH:9][CH:8]=1 |f:0.1|. Procedure: This material was prepared from 3-[2-(trifluoromethyl)-4′-(trifluoro-methoxy)benzyloxy]azetidine hydrochloride (141) and the corresponding isocyanate using the procedure described for compound (10). The reactants are CO, CC(C)O, N#Cc1ccc(C2CO2)cc1. Yields the product CCc1ccc(C2CO2)cc1. RXN SMILES: [CH3:16][OH:17].[CH:12]([OH:13])([CH3:14])[CH3:15].[O:1]1[CH:2]([c:4]2[cH:5][cH:6][c:7]([C:8]#[N:9])[cH:10][cH:11]2)[CH2:3]1>>[O:1]1[CH:2]([c:4]2[cH:5][cH:6][c:7]([CH2:8][CH3:12])[cH:10][cH:11]2)[CH2:3]1. Starting materials: C(C)(C)NC(C)C.[Li] (lithium diisopropylamine), BrC=1C=NC=C(C1)F (3-bromo-5-fluoropyridine), CC(=O)C (acetone). Run in CCOC(=O)C (EtOAc), C1CCOC1 (THF). Run at temperature -78 celsius, time 1 hour. Product: BrC=1C=NC=C(C1C(C)(C)O)F (2-(3-bromo-5-fluoro-pyridin-4-yl)-propan-2-ol). As a reaction SMILES: [Br:1][C:2]1[CH:3]=[N:4][CH:5]=[C:6]([F:8])[CH:7]=1.C(NC(C)C)(C)C.[Li].[CH3:17][C:18]([CH3:20])=[O:19]>C1COCC1.CCOC(C)=O>[Br:1][C:2]1[CH:3]=[N:4][CH:5]=[C:6]([F:8])[C:7]=1[C:18]([OH:19])([CH3:20])[CH3:17] |f:1.2,^1:15|. Procedure details: To a round bottom flask is added 3-bromo-5-fluoropyridine (475 mg, 2.7 mmol) in 4 ml of dry THF at −78° C., followed by the addition of lithium diisopropylamine (1.6 ml, 3.2 mmol). The reaction mixture is stirred at −78° C. for 1 hour, followed by the addition of acetone (0.6 ml). The reaction mixture is warmed up and stirred at room temperature for 30 minutes. The reaction mixture is diluted with EtOAc, washed with water, brine, dried over anhydrous Na2SO4, filtered and concentrated to give the... Starting materials: Cc1cc(-c2ccnc(Cl)c2)n(-c2cccc(F)c2)n1, NCc1cccnc1, O. The product is Cc1cc(-c2ccnc(NCc3cccnc3)c2)n(-c2cccc(F)c2)n1. RXN SMILES: [Cl:1][c:2]1[n:3][cH:4][cH:5][c:6](-[c:8]2[cH:9][c:10]([CH3:20])[n:11][n:12]2-[c:13]2[cH:14][c:15]([F:19])[cH:16][cH:17][cH:18]2)[cH:7]1.[NH2:21][CH2:22][c:23]1[cH:24][n:25][cH:26][cH:27][cH:28]1.[OH2:29]>>[c:2]1([NH:21][CH2:22][c:23]2[cH:24][n:25][cH:26][cH:27][cH:28]2)[n:3][cH:4][cH:5][c:6](-[c:8]2[cH:9][c:10]([CH3:20])[n:11][n:12]2-[c:13]2[cH:14][c:15]([F:19])[cH:16][cH:17][cH:18]2)[cH:7]1. The reactants are BrB(Br)Br, CCOc1ccc(Br)c(OCC)c1C(=O)NCC1CCCN1CC, ClCCl, CC(C)=O. Product: CCOc1ccc(Br)c(O)c1C(=O)NCC1CCCN1CC. As a reaction SMILES: [B:25]([Br:26])([Br:27])[Br:28].[CH2:1]([CH3:2])[N:3]1[CH:4]([CH2:8][NH:9][C:10]([c:11]2[c:12]([O:21][CH2:22][CH3:23])[c:13]([Br:20])[cH:14][cH:15][c:16]2[O:17][CH2:18][CH3:19])=[O:24])[CH2:5][CH2:6][CH2:7]1.[CH2:33]([Cl:34])[Cl:35].[CH3:29][C:30](=[O:31])[CH3:32]>>[CH2:1]([CH3:2])[N:3]1[CH:4]([CH2:8][NH:9][C:10]([c:11]2[c:12]([OH:21])[c:13]([Br:20])[cH:14][cH:15][c:16]2[O:17][CH2:18][CH3:19])=[O:24])[CH2:5][CH2:6][CH2:7]1. The reactants are Cc1c(CN2CCN(c3nccnc3-c3ccc(CCl)cc3)CC2)cnn1C, Cl, Cl, [H-], O=C1CCCCN1, [Na+], CN(C)C=O. The product is Cc1c(CN2CCN(c3nccnc3-c3ccc(CN4CCCCC4=O)cc3)CC2)cnn1C. As a reaction SMILES: [Cl:12][CH2:13][c:14]1[cH:15][cH:16][c:17](-[c:20]2[c:21]([N:26]3[CH2:27][CH2:28][N:29]([CH2:32][c:33]4[cH:34][n:35][n:36]([CH3:39])[c:37]4[CH3:38])[CH2:30][CH2:31]3)[n:22][cH:23][cH:24][n:25]2)[cH:18][cH:19]1.[ClH:10].[ClH:11].[H-:1].[NH:3]1[C:4](=[O:9])[CH2:5][CH2:6][CH2:7][CH2:8]1.[Na+:2].[O:40]=[CH:41][N:42]([CH3:43])[CH3:44]>>[N:3]1([CH2:13][c:14]2[cH:15][cH:16][c:17](-[c:20]3[c:21]([N:26]4[CH2:27][CH2:28][N:29]([CH2:32][c:33]5[cH:34][n:35][n:36]([CH3:39])[c:37]5[CH3:38])[CH2:30][CH2:31]4)[n:22][cH:23][cH:24][n:25]3)[cH:18][cH:19]2)[C:4](=[O:9])[CH2:5][CH2:6][CH2:7][CH2:8]1. Yields the product C(#N)C=1OC2=C(N1)C=CC=C2COC2=CC=C(C=C2)OCC2=NC1=CC=CC=C1C=C2 (2-cyano-7-(4-(quinolin-2-ylmethyloxy)phenoxymethyl)benzoxazole). Reported procedure: 1.0 g of 4-(2-quinolinylmethyloxy)phenol, .9 g of 7-bromomethyl-2-cyanobenzoxazole and 0.5 g of potassium carbonate are stirred at room temperature in 5 ml of dimethylformamide for 2 days. The reaction mixture is diluted with ethylacetate, filtered and concentrated. The residue is chromatographed on silica gel to give 2-cyano-7-(4-(quinolin-2-ylmethyloxy)phenoxymethyl)benzoxazole. Run in CN(C=O)C (dimethylformamide), C(C)OC(C)=O (ethylacetate). RXN SMILES: [N:1]1[C:10]2[C:5](=[CH:6][CH:7]=[CH:8][CH:9]=2)[CH:4]=[CH:3][C:2]=1[CH2:11][O:12][C:13]1[CH:18]=[CH:17][C:16]([OH:19])=[CH:15][CH:14]=1.Br[CH2:21][C:22]1[C:30]2[O:29][C:28]([C:31]#[N:32])=[N:27][C:26]=2[CH:25]=[CH:24][CH:23]=1.C(=O)([O-])[O-].[K+].[K+]>CN(C)C=O.C(OC(=O)C)C>[C:31]([C:28]1[O:29][C:30]2[C:22]([CH2:21][O:19][C:16]3[CH:15]=[CH:14][C:13]([O:12][CH2:11][C:2]4[CH:3]=[CH:4][C:5]5[C:10](=[CH:9][CH:8]=[CH:7][CH:6]=5)[N:1]=4)=[CH:18][CH:17]=3)=[CH:23][CH:24]=[CH:25][C:26]=2[N:27]=1)#[N:32] |f:2.3.4|. Starting materials: N1=C(C=CC2=CC=CC=C12)COC1=CC=C(C=C1)O (4-(2-quinolinylmethyloxy)phenol), BrCC1=CC=CC=2N=C(OC21)C#N (7-bromomethyl-2-cyanobenzoxazole), C([O-])([O-])=O.[K+].[K+] (potassium carbonate).